Dataset: the Open Reaction Database (ORD), a public repository of structured organic reaction records. Task: describe an organic reaction: reactants, conditions, products, and yield Reactants: solution, Cl (hydrogen chloride), CC1=CC=C(C=C1)CCC1=C(OCCC2N(CCC2)C)C=CC=C1 (2-(2-{2-[2-(4-methylphenyl)ethyl]phenoxy}ethyl)-1-methylpyrrolidine). The solvent is O1CCOCC1 (dioxane), O1CCOCC1 (dioxane). RXN SMILES: [CH3:1][C:2]1[CH:7]=[CH:6][C:5]([CH2:8][CH2:9][C:10]2[CH:24]=[CH:23][CH:22]=[CH:21][C:11]=2[O:12][CH2:13][CH2:14][CH:15]2[CH2:19][CH2:18][CH2:17][N:16]2[CH3:20])=[CH:4][CH:3]=1.[ClH:25]>O1CCOCC1>[ClH:25].[CH3:1][C:2]1[CH:3]=[CH:4][C:5]([CH2:8][CH2:9][C:10]2[CH:24]=[CH:23][CH:22]=[CH:21][C:11]=2[O:12][CH2:13][CH2:14][CH:15]2[CH2:19][CH2:18][CH2:17][N:16]2[CH3:20])=[CH:6][CH:7]=1 |f:3.4|. Product: Cl.CC1=CC=C(C=C1)CCC1=C(OCCC2N(CCC2)C)C=CC=C1 (2-(2-{2-[2-(4-Methylphenyl)ethyl]phenoxy}ethyl)-1-methylpyrrolidine hydrochloride). Procedure: 0.813 g of 2-(2-{2-[2-(4-methylphenyl)ethyl]phenoxy}ethyl)-1-methylpyrrolidine [prepared as described in step (a) above] was dissolved in 5 ml of dioxane, and 0.95 ml of a 4N solution of hydrogen chloride in dioxane was added to the solution. The mixture was then concentrated by distillation under reduced pressure, and the resulting oil was dissolved in 5 ml of ethyl acetate and allowed to stand at room temperature. The crystals which precipitated were collected by filtration and dried in vacuo,... Yield: 82.0%. Starting materials: C1CCOC1, COC(OC)c1cc(Oc2cccc(NCC3CCCCC3)c2)ccc1[N+](=O)[O-], Cl, O. The product is O=Cc1cc(Oc2cccc(NCC3CCCCC3)c2)ccc1[N+](=O)[O-]. As a reaction SMILES: [CH2:32]1[O:33][CH2:34][CH2:35][CH2:36]1.[CH:3]1([CH2:9][NH:10][c:11]2[cH:12][c:13]([O:17][c:18]3[cH:19][c:20]([CH:27]([O:28][CH3:31])[O:29][CH3:30])[c:21]([N+:24](=[O:25])[O-:26])[cH:22][cH:23]3)[cH:14][cH:15][cH:16]2)[CH2:4][CH2:5][CH2:6][CH2:7][CH2:8]1.[ClH:1].[OH2:2]>>[CH:3]1([CH2:9][NH:10][c:11]2[cH:12][c:13]([O:17][c:18]3[cH:19][c:20]([CH:27]=[O:28])[c:21]([N+:24](=[O:25])[O-:26])[cH:22][cH:23]3)[cH:14][cH:15][cH:16]2)[CH2:4][CH2:5][CH2:6][CH2:7][CH2:8]1.